From a dataset of the Open Reaction Database (ORD), a public repository of structured organic reaction records. describe an organic reaction: reactants, conditions, products, and yield Reactants: CC1=NN2C(C(=CC=C2)[C@H]2[C@@H](C2)CNC(OC(C)(C)C)=O)=C1 (tert-butyl {[(1R,2R)-2-(2-methylpyrazolo[1,5-a]pyridin-4-yl)cyclopropyl]methyl}carbamate), Cl.CO (hydrochloric acid methanol). Run in CO (methanol). Run at time 15 hour. Product: Cl.Cl.CC1=NN2C(C(=CC=C2)[C@H]2[C@@H](C2)CN)=C1 (1-[(1R,2R)-2-(2-methylpyrazolo[1,5-a]pyridin-4-yl)cyclopropyl]methanamine dihydrochloride). Isolated yield 100.0%. As a reaction SMILES: [CH3:1][C:2]1[CH:22]=[C:5]2[C:6]([C@@H:10]3[CH2:12][C@H:11]3[CH2:13][NH:14]C(=O)OC(C)(C)C)=[CH:7][CH:8]=[CH:9][N:4]2[N:3]=1.[ClH:23].CO>CO>[ClH:23].[ClH:23].[CH3:1][C:2]1[CH:22]=[C:5]2[C:6]([C@@H:10]3[CH2:12][C@H:11]3[CH2:13][NH2:14])=[CH:7][CH:8]=[CH:9][N:4]2[N:3]=1 |f:1.2,4.5.6|. Procedure details: To a solution of tert-butyl {[(1R,2R)-2-(2-methylpyrazolo[1,5-a]pyridin-4-yl)cyclopropyl]methyl}carbamate (1.71 g, 5.67 mmol) in methanol (6 mL) was added hydrochloric acid-methanol reagent (manufactured by TCI, 18 mL) solution and the mixture was stirred at room temperature for 15 hr. The solvent was concentrated under reduced pressure to give the title compound (1.61 g, yield 100%). Reactants: CC1=C(CNC=2C=C3C(NC(=NC3=CC2Cl)N2N=CC(=C2)C(=O)OCC)=O)C(=CC=C1)C (ethyl 1-(6-((2,6-dimethylbenzyl)amino)-7-chloro-4-oxo-3,4-dihydroquinazolin-2-yl)-1H-pyrazole-4-carboxylate), N1CCCC1 (pyrrolidine). Product: CC1=C(CNC=2C=C3C(=NC(=NC3=CC2Cl)N2N=CC(=C2)C(=O)O)N2CCCC2)C(=CC=C1)C (1-(6-((2,6-Dimethylbenzyl)amino)-7-chloro-4-(pyrrolidin-1-yl)quinazolin-2-yl)-1H-pyrazole-4-carboxylic acid). Reaction SMILES: [CH3:1][C:2]1[CH:31]=[CH:30][CH:29]=[C:28]([CH3:32])[C:3]=1[CH2:4][NH:5][C:6]1[CH:7]=[C:8]2[C:13](=[CH:14][C:15]=1[Cl:16])[N:12]=[C:11]([N:17]1[CH:21]=[C:20]([C:22]([O:24]CC)=[O:23])[CH:19]=[N:18]1)[NH:10][C:9]2=O.[NH:33]1[CH2:37][CH2:36][CH2:35][CH2:34]1>>[CH3:32][C:28]1[CH:29]=[CH:30][CH:31]=[C:2]([CH3:1])[C:3]=1[CH2:4][NH:5][C:6]1[CH:7]=[C:8]2[C:13](=[CH:14][C:15]=1[Cl:16])[N:12]=[C:11]([N:17]1[CH:21]=[C:20]([C:22]([OH:24])=[O:23])[CH:19]=[N:18]1)[N:10]=[C:9]2[N:33]1[CH2:37][CH2:36][CH2:35][CH2:34]1. Reported procedure: The above compound may be made analogous to Example 1 using ethyl 1-(6-((2,6-dimethylbenzyl)amino)-7-chloro-4-oxo-3,4-dihydroquinazolin-2-yl)-1H-pyrazole-4-carboxylate in step D and pyrrolidine in step E. MS (ESI): predicted mass calcd. for C25H25ClN6O2, 479.0 As a reaction SMILES: [OH:1][C:2]1[CH:8]=[CH:7][CH:6]=[CH:5][C:3]=1[NH2:4].[N:9]([C:12]1[CH:17]=[CH:16][C:15]([CH2:18][C:19]([O:21]C)=[O:20])=[CH:14][CH:13]=1)=[C:10]=[O:11]>>[OH:1][C:2]1[CH:8]=[CH:7][CH:6]=[CH:5][C:3]=1[NH:4][C:10](=[O:11])[NH:9][C:12]1[CH:13]=[CH:14][C:15]([CH2:18][C:19]([OH:21])=[O:20])=[CH:16][CH:17]=1. Yields the product OC1=C(C=CC=C1)NC(NC1=CC=C(C=C1)CC(=O)O)=O (4-(2-Hydroxyphenylureido)phenylacetic acid). Starting materials: OC1=C(N)C=CC=C1 (2-hydroxyaniline), N(=C=O)C1=CC=C(C=C1)CC(=O)OC (Methyl 4-Isocyanatophenylacetate). Procedure: 4-(2-Hydroxyphenylureido)phenylacetic acid was prepared using procedure C with 2-hydroxyaniline and KCl: 1H NMR (CD3SOCD3, 300 MHz, ppm) 9.90 (s, 1H), 9.25 (s, 1H), 8.12 (s, 1H), 8.02 (bd, 1H), 7.37 (d, 2H), 7.13 (d, 2H), 6.70-6.97 (m, 3H), 3.48 (s, 2H). Starting materials: ( 11 ), ( 11 ), ( 100 ), ( 33 ), ( 12 ), Cl.OC(CNC(CC1=CC=C(C=C1)OC)(C)C)COC1=CC=C(C=C1)C(C)(C)C (N-[2-Hydroxy-3-(4-t-butylphenoxy)propyl]-1,1-dimethyl-2-(4-methoxyphenyl)ethylamine Hydrochloride), ( 9 ), ( 64 ), Cl.OC(CNC(CC1=CC=C(C=C1)OC)(C)C)COC1=CC=C(C=C1)Cl (N-[2-Hydroxy-3-(4-chlorophenoxy)propyl]-1,1-dimethyl-2-(4-methoxyphenyl)ethylamine Hydrochloride). Reaction SMILES: [ClH:1].[OH:2][CH:3]([CH2:18][O:19][C:20]1[CH:25]=[CH:24][C:23]([Cl:26])=[CH:22][CH:21]=1)[CH2:4][NH:5][C:6]([CH3:17])([CH3:16])[CH2:7][C:8]1[CH:13]=[CH:12][C:11]([O:14][CH3:15])=[CH:10][CH:9]=1.[ClH:27].OC(COC1C=CC(C(C)(C)C)=CC=1)CNC(C)(C)CC1C=CC(OC)=CC=1>>[ClH:26].[OH:2][CH:3]([CH2:18][O:19][C:20]1[C:25]([Cl:1])=[CH:24][CH:23]=[CH:22][C:21]=1[Cl:27])[CH2:4][NH:5][C:6]([CH3:17])([CH3:16])[CH2:7][C:8]1[CH:13]=[CH:12][C:11]([O:14][CH3:15])=[CH:10][CH:9]=1 |f:0.1,2.3,4.5|. Procedure details: GC/EI-MS, m/z (rel. int.) 382 (M−15,1), 279 (11), 279 (9), 277 (64), 275 (100), 163 (11), 163 (5), 161 (6), 121 (33), 114 (12). Product: Cl.OC(CNC(CC1=CC=C(C=C1)OC)(C)C)COC1=C(C=CC=C1Cl)Cl (N-[2-hydroxy-3-(2,6-dichlorophenoxy)propyl]-1,1-dimethyl-2-(4-methoxyphenyl)ethylamine Hydrochloride). Starting materials: NC1=NC=2C=C(C=CC2C2=C1N=C(N2CC(C)(C)O)CCOC)O (4-Amino-1-(2-hydroxy-2-methylpropyl)-2-(2-methoxyethyl)-1H-imidazo[4,5-c]quinolin-7-ol), [Cl-].[Na+] (sodium chloride), C([O-])([O-])=O.[Cs+].[Cs+] (cesium carbonate), BrCCN1C=CC=C1 (1-(2-bromoethyl)pyrrole). The solvent is O (water). Reaction conditions: temperature 50 celsius. Yields the product NC1=NC=2C=C(C=CC2C2=C1N=C(N2CC(C)(O)C)CCOC)OCCN2C=CC=C2 (1-[4-amino-2-(2-methoxyethyl)-7-[2-(pyrrol-1-yl)ethoxy]-1H-imidazo[4,5-c]quinolin-1-yl]-2-methylpropan-2-ol). Reaction SMILES: [NH2:1][C:2]1[C:11]2[N:12]=[C:13]([CH2:20][CH2:21][O:22][CH3:23])[N:14]([CH2:15][C:16]([OH:19])([CH3:18])[CH3:17])[C:10]=2[C:9]2[CH:8]=[CH:7][C:6]([OH:24])=[CH:5][C:4]=2[N:3]=1.C(=O)([O-])[O-].[Cs+].[Cs+].Br[CH2:32][CH2:33][N:34]1[CH:38]=[CH:37][CH:36]=[CH:35]1.[Cl-].[Na+]>O>[NH2:1][C:2]1[C:11]2[N:12]=[C:13]([CH2:20][CH2:21][O:22][CH3:23])[N:14]([CH2:15][C:16]([CH3:18])([OH:19])[CH3:17])[C:10]=2[C:9]2[CH:8]=[CH:7][C:6]([O:24][CH2:32][CH2:33][N:34]3[CH:38]=[CH:37][CH:36]=[CH:35]3)=[CH:5][C:4]=2[N:3]=1 |f:1.2.3,5.6|. Procedure: 4-Amino-1-(2-hydroxy-2-methylpropyl)-2-(2-methoxyethyl)-1H-imidazo[4,5-c]quinolin-7-ol was alkylated as described in the general procedure for Examples 7-20, using 2 equivalents of cesium carbonate and 1.1 equivalents of 1-(2-bromoethyl)pyrrole. The reaction was heated overnight at 50° C. and then heated to 80° C. for an additional four hours. The reaction was cooled and poured into water containing 20 g of sodium chloride. The resulting precipitate was filtered and purified using column chromat... The reactants are O=[N+]([O-])c1cc(C(F)(F)F)ccc1C(Br)c1cnoc1C1CC1, CNC, CCO, ClCCl. The product is CN(C)C(c1ccc(C(F)(F)F)cc1[N+](=O)[O-])c1cnoc1C1CC1. RXN SMILES: [Br:1][CH:2]([c:3]1[cH:4][n:5][o:6][c:7]1[CH:8]1[CH2:9][CH2:10]1)[c:11]1[c:12]([N+:21](=[O:22])[O-:23])[cH:13][c:14]([C:17]([F:18])([F:19])[F:20])[cH:15][cH:16]1.[CH3:24][NH:25][CH3:26].[CH3:27][CH2:28][OH:29].[Cl:30][CH2:31][Cl:32]>>[CH:2]([c:3]1[cH:4][n:5][o:6][c:7]1[CH:8]1[CH2:9][CH2:10]1)([c:11]1[c:12]([N+:21](=[O:22])[O-:23])[cH:13][c:14]([C:17]([F:18])([F:19])[F:20])[cH:15][cH:16]1)[N:25]([CH3:24])[CH3:26]. Reaction conditions: time 4 hour. Starting materials: CC(C(=O)OC1=C(N=C(N(C1=O)C)C1=CC=C(C=C1)C)C(=O)OC)(C)C (methyl 5-[(2,2-dimethylpropanoyl)oxy]-1-methyl-2-(4-methylphenyl)-6-oxo-1,6-dihydropyrimidine-4-carboxylate), BrN1C(CCC1=O)=O.C(Cl)(Cl)(Cl)Cl (carbon tetrachloride N-bromosuccinimide), C(C1=CC=CC=C1)(=O)OOC(C1=CC=CC=C1)=O (benzoyl peroxide). RXN SMILES: [CH3:1][C:2]([CH3:26])([CH3:25])[C:3]([O:5][C:6]1[C:11](=[O:12])[N:10]([CH3:13])[C:9]([C:14]2[CH:19]=[CH:18][C:17]([CH3:20])=[CH:16][CH:15]=2)=[N:8][C:7]=1[C:21]([O:23][CH3:24])=[O:22])=[O:4].[Br:27]N1C(=O)CCC1=O.C(Cl)(Cl)(Cl)Cl.C(OOC(=O)C1C=CC=CC=1)(=O)C1C=CC=CC=1>>[Br:27][CH2:20][C:17]1[CH:18]=[CH:19][C:14]([C:9]2[N:10]([CH3:13])[C:11](=[O:12])[C:6]([O:5][C:3](=[O:4])[C:2]([CH3:26])([CH3:25])[CH3:1])=[C:7]([C:21]([O:23][CH3:24])=[O:22])[N:8]=2)=[CH:15][CH:16]=1 |f:1.2|. Procedure details: To a vigorously boiling solution of methyl 5-[(2,2-dimethylpropanoyl)oxy]-1-methyl-2-(4-methylphenyl)-6-oxo-1,6-dihydropyrimidine-4-carboxylate in carbon tetrachloride N-bromosuccinimide (1 eq.) and benzoyl peroxide (0.05 eq.) were added as dry powders. After 4 hr the mixture was allowed to reach room temperature and the precipitated succinimide was filtered off. The filtrate was evaporated under vacuum and the solid residue was used as such. The product is BrCC1=CC=C(C=C1)C=1N(C(C(=C(N1)C(=O)OC)OC(C(C)(C)C)=O)=O)C (Methyl 2-[4-(bromomethyl)phenyl]-5-[(2,2-dimethylpropanoyl)oxy]-1-methyl-6-oxo-1,6-dihydropyrimidine-4-carboxylate).